Dataset: the Open Reaction Database (ORD), a public repository of structured organic reaction records. Task: describe an organic reaction: reactants, conditions, products, and yield Reactants: [Li]CCCC, C1CCOC1, CNc1cnc(Cl)cc1-c1cccnc1C, CC(C)(C(=O)Cl)c1cc(C(F)(F)F)cc(C(F)(F)F)c1, [Na+], [OH-]. Yields the product Cc1ncccc1-c1cc(Cl)ncc1N(C)C(=O)C(C)(C)c1cc(C(F)(F)F)cc(C(F)(F)F)c1. Reaction SMILES: [CH2:17]([Li:18])[CH2:19][CH2:20][CH3:21].[CH2:44]1[O:45][CH2:46][CH2:47][CH2:48]1.[Cl:1][c:2]1[cH:3][c:4](-[c:10]2[c:11]([CH3:16])[n:12][cH:13][cH:14][cH:15]2)[c:5]([NH:8][CH3:9])[cH:6][n:7]1.[F:22][C:23]([c:24]1[cH:25][c:26]([C:34]([C:35](=[O:36])[Cl:37])([CH3:38])[CH3:39])[cH:27][c:28]([C:30]([F:31])([F:32])[F:33])[cH:29]1)([F:40])[F:41].[Na+:43].[OH-:42]>>[Cl:1][c:2]1[cH:3][c:4](-[c:10]2[c:11]([CH3:16])[n:12][cH:13][cH:14][cH:15]2)[c:5]([N:8]([CH3:9])[C:35]([C:34]([c:26]2[cH:25][c:24]([C:23]([F:22])([F:40])[F:41])[cH:29][c:28]([C:30]([F:31])([F:32])[F:33])[cH:27]2)([CH3:38])[CH3:39])=[O:36])[cH:6][n:7]1.